From a dataset of the Open Reaction Database (ORD), a public repository of structured organic reaction records. describe an organic reaction: reactants, conditions, products, and yield Reactants: CCCCC(CO)NC(=O)C(CC(C)C)NC(=O)OCc1ccccc1, CCO. Product: CCCCC(CO)NC(=O)C(N)CC(C)C. RXN SMILES: [CH2:1]([O:2][C:3](=[O:4])[NH:11][CH:12]([CH2:13][CH:14]([CH3:15])[CH3:16])[C:17](=[O:18])[NH:19][CH:20]([CH2:21][CH2:22][CH2:23][CH3:24])[CH2:25][OH:26])[c:5]1[cH:6][cH:7][cH:8][cH:9][cH:10]1.[CH2:27]([OH:28])[CH3:29]>>[NH2:11][CH:12]([CH2:13][CH:14]([CH3:15])[CH3:16])[C:17](=[O:18])[NH:19][CH:20]([CH2:21][CH2:22][CH2:23][CH3:24])[CH2:25][OH:26]. The reactants are O=C([O-])[O-], Clc1cc(I)c(Cl)cn1, [Cs+], [Cs+], CNC(=O)c1cc(N2CCN(C)CC2)ccc1N, CC(=O)[O-], CC(=O)[O-], [Pd+2]. Product: CNC(=O)c1cc(N2CCN(C)CC2)ccc1Nc1cc(Cl)ncc1Cl. As a reaction SMILES: [C:28](=[O:29])([O-:30])[O-:31].[Cl:1][c:2]1[n:3][cH:4][c:5]([Cl:9])[c:6]([I:8])[cH:7]1.[Cs+:32].[Cs+:33].[NH2:10][c:11]1[c:12]([C:13](=[O:14])[NH:15][CH3:16])[cH:17][c:18]([N:21]2[CH2:22][CH2:23][N:24]([CH3:27])[CH2:25][CH2:26]2)[cH:19][cH:20]1.[O-:35][C:36]([CH3:37])=[O:38].[O-:39][C:40]([CH3:41])=[O:42].[Pd+2:34]>>[Cl:1][c:2]1[n:3][cH:4][c:5]([Cl:9])[c:6]([NH:10][c:11]2[c:12]([C:13](=[O:14])[NH:15][CH3:16])[cH:17][c:18]([N:21]3[CH2:22][CH2:23][N:24]([CH3:27])[CH2:25][CH2:26]3)[cH:19][cH:20]2)[cH:7]1. Reactants: NC1=NC(=C(C(=N1)N)C1=C(C(=CC(=C1)Cl)Cl)Cl)COC (2,4-Diamino-5-(2,3,5-trichlorophenyl)-6-methoxymethylpyrimidine), ClC=1C=C(C=CC1Cl)CC#N (3,4-dichlorophenylacetonitrile). Product: NC1=NC(=C(C(=N1)N)C1=CC(=C(C=C1)Cl)Cl)COC (2,4-Diamino-5-(3,4-dichlorophenyl)-6-methoxymethyl pyrimidine). As a reaction SMILES: [NH2:1][C:2]1[N:7]=[C:6]([NH2:8])[C:5]([C:9]2[CH:14]=[C:13]([Cl:15])[CH:12]=[C:11](Cl)[C:10]=2Cl)=[C:4]([CH2:18][O:19][CH3:20])[N:3]=1.[Cl:21]C1C=C(CC#N)C=CC=1Cl>>[NH2:1][C:2]1[N:7]=[C:6]([NH2:8])[C:5]([C:9]2[CH:10]=[CH:11][C:12]([Cl:21])=[C:13]([Cl:15])[CH:14]=2)=[C:4]([CH2:18][O:19][CH3:20])[N:3]=1. Procedure: This compound was prepared in an analogous manner to the compound of Example 2 from 3,4-dichlorophenylacetonitrile (Aldrich), mp. 204°-206° C. Starting materials: [O-]P(=O)([O-])[O-].[K+].[K+].[K+] (Potassium phosphate tribasic), CS(=O)(=O)OC1=C(C2=CC=CC=C2C=C1)C1=C(C(=CC(=C1)N1C(NC(C=C1)=O)=O)C(C)(C)C)OC (3-tert-butyl-5-(2,4-dioxo-3,4-dihydropyrimidin-1(2H)-yl)-2-methoxyphenylnapthalen-2-yl methanesulfonate), CS(=O)(=O)N (methanesulfonamide), C(C)(C)(CC)O (tert-amyl alcohol), C(C)(C)(CC)O (tert-Amyl alcohol), C(C)(C)(C)P(C1=C(C(=CC=C1OC)OC)C1=C(C=C(C=C1C(C)C)C(C)C)C(C)C)C(C)(C)C (di-tert-butyl(2′,4′,6′-triisopropyl-3,6-dimethoxybiphenyl-2-yl)phosphine), O (water). The reagents and catalysts are C(C)(=O)[O-].[Pd+2].C(C)(=O)[O-] (Palladium acetate). Run at temperature 80 celsius, time 15 minute. Product: C(C)(C)(C)C=1C(=C(C=C(C1)N1C(NC(C=C1)=O)=O)C=1C=C2C=CC(=CC2=CC1)NS(=O)(=O)C)OC (N-(6-(3-tert-butyl-5-(2, 4-dioxo -3,4-dihydropyrimidin-1(2H)-yl)-2-methoxyphenyl)naphthalen-2-yl)methanesulfonamide). RXN SMILES: C(P(C(C)(C)C)C1C(OC)=CC=C(OC)C=1C1C(C(C)C)=CC(C(C)C)=CC=1C(C)C)(C)(C)C.O.C(O)(CC)(C)C.[O-]P([O-])([O-])=O.[K+].[K+].[K+].CS(O[C:55]1[CH:64]=[CH:63][C:62]2[C:57](=[CH:58][CH:59]=[CH:60][CH:61]=2)[C:56]=1[C:65]1[CH:70]=[C:69]([N:71]2[CH:76]=[CH:75][C:74](=[O:77])[NH:73][C:72]2=[O:78])[CH:68]=[C:67]([C:79]([CH3:82])([CH3:81])[CH3:80])[C:66]=1[O:83][CH3:84])(=O)=O.[CH3:85][S:86]([NH2:89])(=[O:88])=[O:87]>C([O-])(=O)C.[Pd+2].C([O-])(=O)C>[C:79]([C:67]1[C:66]([O:83][CH3:84])=[C:65]([C:56]2[CH:57]=[C:62]3[C:63](=[CH:64][CH:55]=2)[CH:58]=[C:59]([NH:89][S:86]([CH3:85])(=[O:88])=[O:87])[CH:60]=[CH:61]3)[CH:70]=[C:69]([N:71]2[CH:76]=[CH:75][C:74](=[O:77])[NH:73][C:72]2=[O:78])[CH:68]=1)([CH3:80])([CH3:82])[CH3:81] |f:3.4.5.6,9.10.11|. Procedure details: Palladium acetate (0.0018 g, 8.09 μmol), di-tert-butyl(2′,4′,6′-triisopropyl-3,6-dimethoxybiphenyl-2-yl)phosphine (0.0086 g, 0.018 mmol) and water (0.6 μ, 0.032 mmol) were charged to a 40-mL reaction vial inside an inert atmosphere glove box. tert-Amyl alcohol (1.0 mL) was added, and the contents were heated to 80 ° C. and stirred at this temperature for 15 minutes. The reaction mixture was cooled down to room temperature. Potassium phosphate tribasic (0.094 g, 0.445 mmol), 6-(3-tert-butyl-5-(2,... Reactants: CN(C)C1CCN(c2nc3ccc(N)cc3s2)C1, O=C(O)C=Cc1ccccc1. The product is CN(C)C1CCN(c2nc3ccc(NC(=O)C=Cc4ccccc4)cc3s2)C1. As a reaction SMILES: [CH3:12][N:13]([CH:14]1[CH2:15][N:16]([c:19]2[s:20][c:21]3[c:22]([n:23]2)[cH:24][cH:25][c:26]([NH2:28])[cH:27]3)[CH2:17][CH2:18]1)[CH3:29].[OH:1][C:2](=[O:3])[CH:4]=[CH:5][c:6]1[cH:7][cH:8][cH:9][cH:10][cH:11]1>>[C:2](=[O:3])([CH:4]=[CH:5][c:6]1[cH:7][cH:8][cH:9][cH:10][cH:11]1)[NH:28][c:26]1[cH:25][cH:24][c:22]2[c:21]([s:20][c:19]([N:16]3[CH2:15][CH:14]([N:13]([CH3:12])[CH3:29])[CH2:18][CH2:17]3)[n:23]2)[cH:27]1. Reactants: NN1N=C(N=C1)[N+](=O)[O-] (1-Amino-3-nitro-1,2,4-triazole), ClOC(C)(C)C (t-butyl hypochlorite). The solvent is C(C)#N (acetonitrile). Reaction conditions: temperature 0 celsius. Product: N(=NN1N=C(N=C1)[N+](=O)[O-])N1N=C(N=C1)[N+](=O)[O-] (1,1'-azobis-(3-nitro-1,2,4-triazole)). Yield: 31.5%. Reaction SMILES: [NH2:1][N:2]1[CH:6]=[N:5][C:4]([N+:7]([O-:9])=[O:8])=[N:3]1.ClOC(C)(C)C>C(#N)C>[N:1]([N:2]1[CH:6]=[N:5][C:4]([N+:7]([O-:9])=[O:8])=[N:3]1)=[N:1][N:2]1[CH:6]=[N:5][C:4]([N+:7]([O-:9])=[O:8])=[N:3]1. Procedure details: 1-Amino-3-nitro-1,2,4-triazole (1.3 g, 10 mmol) was dissolved in 10 mL of dry acetonitrile, cooled to 0° C. with stirring under argon, and treated with t-butyl hypochlorite (1.1 g, 10 mmol) over 10 minutes. The resulting solution was stirred for 24 h, at room temperature, concentrated in vacuo, and triturated with isopropyl alcohol (3 mL). The undissolved solid was collected by filtration to give 400 mg (30%) of 1,1'-azobis-(3-nitro-1,2,4-triazole). The identity of the product was confirmed usin...